This data is from the Open Reaction Database (ORD), a public repository of structured organic reaction records. The task is: describe an organic reaction: reactants, conditions, products, and yield Reactants: C=CCN, ClCCl, CC1(C(=O)O)COc2ccccc2O1, O, O=S(Cl)Cl. The product is C=CCNC(=O)C1(C)COc2ccccc2O1. Reaction SMILES: [CH2:15]([CH:16]=[CH2:17])[NH2:18].[CH2:19]([Cl:20])[Cl:21].[CH3:1][C:2]1([C:12](=[O:13])[OH:14])[CH2:3][O:4][c:5]2[c:6]([cH:8][cH:9][cH:10][cH:11]2)[O:7]1.[OH2:22].[S:23]([Cl:24])([Cl:25])=[O:26]>>[CH3:1][C:2]1([C:12](=[O:14])[NH:18][CH2:15][CH:16]=[CH2:17])[CH2:3][O:4][c:5]2[c:6]([cH:8][cH:9][cH:10][cH:11]2)[O:7]1. Starting materials: FC1=C(\C=N\[S@](=O)C(C)(C)C)C=CC(=C1)C(F)(F)F ((R,E)-N-(2-fluoro-4-(trifluoromethyl)benzylidene)-2-methylpropane-2-sulfinamide), water ice, C[Mg]Br (methyl magnesium bromide), CCOC(=O)C.CCCCCCC (EtOAc Heptane). Solvent: C(Cl)Cl (CH2Cl2), CCOCC (Et2O). Run at temperature 0 celsius, time 30 minute. Yields the product FC1=C(C=CC(=C1)C(F)(F)F)[C@H](C)N[S@](=O)C(C)(C)C ((R)—N—((S)-1-(2-fluoro-4-(trifluoromethyl)phenyl)ethyl)-2-methylpropane-2-sulfinamide). The yield is 60.7%. As a reaction SMILES: [F:1][C:2]1[CH:15]=[C:14]([C:16]([F:19])([F:18])[F:17])[CH:13]=[CH:12][C:3]=1/[CH:4]=[N:5]/[S@@:6]([C:8]([CH3:11])([CH3:10])[CH3:9])=[O:7].[CH3:20][Mg]Br.CCOC(C)=O.CCCCCCC>C(Cl)Cl.CCOCC>[F:1][C:2]1[CH:15]=[C:14]([C:16]([F:19])([F:17])[F:18])[CH:13]=[CH:12][C:3]=1[C@@H:4]([NH:5][S@@:6]([C:8]([CH3:11])([CH3:9])[CH3:10])=[O:7])[CH3:20] |f:2.3|. Reported procedure: To a solution of (R,E)-N-(2-fluoro-4-(trifluoromethyl)benzylidene)-2-methylpropane-2-sulfinamide (7.3 g, 24.7 mmol) in CH2Cl2 (247 mL) cooled to 0° C. (water/ice bath) under nitrogen, was added 3M methyl magnesium bromide (33 mL, 99 mmol) in Et2O. Reaction mixture allowed to stir for 30 min at 0° C., then gradually allowed to warm to room temperature and stirred for 1 hour at room temperature. Reaction mixture was cooled to 0° C. then quenched with the slow addition of a saturated solution of NH...